From a dataset of the Open Reaction Database (ORD), a public repository of structured organic reaction records. describe an organic reaction: reactants, conditions, products, and yield Reactants: C(C)N (ethylamine), ClC1=NC2=C(C(=C(C=C2C=C1C(=O)C(C(=O)OCC)=CN(C)C)F)F)F (ethyl 2-(2-chloro-6,7,8-trifluoroquinoline-3-carbonyl)-3-dimethylaminoacrylate), N12CCCCCC2=NCCC1 (1,8-diazabicyclo[5.4.0]undec-7-ene). The solvent is C(C)O (ethanol). Reaction conditions: time 1 hour. The product is C(C)OC(=O)C=1C(C=2C=C3C(=NC2N(C1)CC)C(=C(C(=C3)F)F)F)=O (3-ethoxycarbonyl-1-ethyl-7,8,9-tri fluoro-4-oxo-1,4-dihydro-benzo[b][1,8]naphthyridine). Isolated yield 62.2%. As a reaction SMILES: [CH2:1](N)C.Cl[C:5]1[C:14]([C:15]([C:17](=[CH:23][N:24](C)[CH3:25])[C:18]([O:20][CH2:21][CH3:22])=[O:19])=[O:16])=[CH:13][C:12]2[C:7](=[C:8]([F:29])[C:9]([F:28])=[C:10]([F:27])[CH:11]=2)[N:6]=1.N12CCCN=C1CCCCC2>C(O)C>[CH2:21]([O:20][C:18]([C:17]1[C:15](=[O:16])[C:14]2[CH:13]=[C:12]3[CH:11]=[C:10]([F:27])[C:9]([F:28])=[C:8]([F:29])[C:7]3=[N:6][C:5]=2[N:24]([CH2:25][CH3:1])[CH:23]=1)=[O:19])[CH3:22]. Reported procedure: 4.5 g of ethylamine are added in the course of 10 minutes, at between 5° and 10° C., to a stirred suspension of 7.1 g of ethyl 2-(2-chloro-6,7,8-trifluoroquinoline-3-carbonyl)-3-dimethylaminoacrylate in 100 cm3 of ethanol kept at a temperature close to 5° C., the mixture is stirred for 1 hour at between 5° and 10° C. and the temperature is allowed to rise to about 20° C. 4 g of 1,8-diazabicyclo[5.4.0]undec-7-ene (DBU) are added to the solution obtained and the mixture is heated at a temperature ... The reactants are C(C1=CC=CC=C1)OC1=C(C=C(C(=O)C2=CC(=NC=N2)N2CCC(CC2)N2C(NC3=C(CC2)C=C(C=C3)OC)=O)C=C1C)C (3-{1-[6-(4-benzyloxy-3,5-dimethyl-benzoyl)-pyrimidin-4-yl]-piperidin-4-yl}-7-methoxy-1,3,4,5-tetrahydro-benzo[d][1,3]diazepin-2-one), [H][H] (hydrogen). The reagents and catalysts are [Pd] (palladium on charcoal). The solvent is CO (MeOH). Yields the product OC1=C(C=C(C(=O)C2=CC(=NC=N2)N2CCC(CC2)N2C(NC3=C(CC2)C=C(C=C3)OC)=O)C=C1C)C (3-{1-[6-(4-hydroxy-3,5-dimethyl-benzoyl)-pyrimidin-4-yl]-piperidin-4-yl}-7-methoxy-1,3,4,5-tetrahydro-benzo[d][1,3]diazepin-2-one). RXN SMILES: C([O:8][C:9]1[C:42]([CH3:43])=[CH:41][C:12]([C:13]([C:15]2[N:20]=[CH:19][N:18]=[C:17]([N:21]3[CH2:26][CH2:25][CH:24]([N:27]4[CH2:33][CH2:32][C:31]5[CH:34]=[C:35]([O:38][CH3:39])[CH:36]=[CH:37][C:30]=5[NH:29][C:28]4=[O:40])[CH2:23][CH2:22]3)[CH:16]=2)=[O:14])=[CH:11][C:10]=1[CH3:44])C1C=CC=CC=1.[H][H]>[Pd].CO>[OH:8][C:9]1[C:42]([CH3:43])=[CH:41][C:12]([C:13]([C:15]2[N:20]=[CH:19][N:18]=[C:17]([N:21]3[CH2:22][CH2:23][CH:24]([N:27]4[CH2:33][CH2:32][C:31]5[CH:34]=[C:35]([O:38][CH3:39])[CH:36]=[CH:37][C:30]=5[NH:29][C:28]4=[O:40])[CH2:25][CH2:26]3)[CH:16]=2)=[O:14])=[CH:11][C:10]=1[CH3:44]. Procedure details: 70 mg (0.10 mmol) 3-{1-[6-(4-benzyloxy-3,5-dimethyl-benzoyl)-pyrimidin-4-yl]-piperidin-4-yl}-7-methoxy-1,3,4,5-tetrahydro-benzo[d][1,3]diazepin-2-one and 20 mg palladium on charcoal (Pd/C 10%) in 10 mL MeOH were hydrogenated for 30 min at RT in a hydrogen atmosphere of 10 psi. After filtration of the reaction mixture the solvent was eliminated i. vac. and the residue was purified by preparative HPLC-MS. The fractions containing the product were combined and freeze-dried. Solvent: O (water). The reactants are FC=1C(=NC(NC1)=O)N (5-fluorocytosine), FC1=NC=C(C(=N1)Cl)F (2,5-difluoro-4-chloropyrimidine). Product: OC1=NC=C(C(=N1)Cl)F (2-hydroxy-4-chloro-5-fluoropyrimidine). Procedure: A process has now been found for the preparation of 5-fluorocytosine, which is characterised in that 2,5-difluoro-4-chloropyrimidine is reacted with a proton acid in the presence of water to give 2-hydroxy-4-chloro-5-fluoropyrimidine, and this is reacted with ammonia to give 2-hydroxy-4-amino-5-fluoropyrimidine (=5-fluorocytosine). As a reaction SMILES: [F:1][C:2]1[C:3](N)=[N:4][C:5](=[O:8])[NH:6][CH:7]=1.FC1N=C([Cl:17])C(F)=CN=1>O>[OH:8][C:5]1[N:4]=[C:3]([Cl:17])[C:2]([F:1])=[CH:7][N:6]=1. Starting materials: CC(Br)c1csc(Br)n1, C1CN=C2CCCN2C1, CC#N, Cn1nnnc1C(=NO)c1ccccc1. Yields the product Cn1nnnc1C(=NOCc1csc(Br)n1)c1ccccc1. Reaction SMILES: [Br:25][c:26]1[s:27][cH:28][c:29]([CH:31]([Br:32])[CH3:33])[n:30]1.[CH2:16]1[CH2:17][N:18]2[C:19](=[N:23][CH2:24]1)[CH2:20][CH2:21][CH2:22]2.[CH3:34][C:35]#[N:36].[OH:1][N:2]=[C:3]([c:4]1[cH:5][cH:6][cH:7][cH:8][cH:9]1)[c:10]1[n:11][n:12][n:13][n:14]1[CH3:15]>>[O:1]([N:2]=[C:3]([c:4]1[cH:5][cH:6][cH:7][cH:8][cH:9]1)[c:10]1[n:11][n:12][n:13][n:14]1[CH3:15])[CH2:31][c:29]1[cH:28][s:27][c:26]([Br:25])[n:30]1.